Dataset: the Open Reaction Database (ORD), a public repository of structured organic reaction records. Task: describe an organic reaction: reactants, conditions, products, and yield Starting materials: CC1(C)COc2ccc(Br)cc21, [Cl-], [Cl-], [Cl-], [Cl-], ClC(Cl)OC(Cl)Cl, O, [Ti+4]. Product: CC1(C)COc2c(C=O)cc(Br)cc21. Reaction SMILES: [Br:1][c:2]1[cH:3][cH:4][c:5]2[c:6]([cH:12]1)[C:7]([CH3:10])([CH3:11])[CH2:8][O:9]2.[Cl-:20].[Cl-:21].[Cl-:22].[Cl-:23].[Cl:13][CH:14]([O:16][CH:15]([Cl:17])[Cl:18])[Cl:19].[OH2:25].[Ti+4:24]>>[Br:1][c:2]1[cH:3][c:4]([CH:14]=[O:16])[c:5]2[c:6]([cH:12]1)[C:7]([CH3:10])([CH3:11])[CH2:8][O:9]2. The reactants are ClC(C(=O)C1=CN=C2N1C(=CC=C2)CN(CCCNS(=O)(=O)C(F)(F)F)C(=O)OC(C)(C)C)(Cl)Cl (3-trichloro acetyl-5-[N-tert-butoxycarbonyl-N-(3-trifluoromethanesulfonamidopropan-1-yl)aminomethyl]imidazo[1,2-a]pyridine), C[O-].[Na+] (sodium methylate), CO (methanol), CO (methanol), Cl (HCl), ice water. Run at time 10 minute. The product is C(=O)(OC)C1=CN=C2N1C(=CC=C2)CN(CCCNS(=O)(=O)C(F)(F)F)C(=O)OC(C)(C)C (3-carbomethoxy-5-[N-tert-butoxycarbonyl-N-(3-trifluoromethanesulfonamidopropan-1-yl)aminomethyl]imidazo[1,2-a]pyridine). RXN SMILES: ClC(Cl)(Cl)C([C:5]1[N:9]2[C:10]([CH2:14][N:15]([C:27]([O:29][C:30]([CH3:33])([CH3:32])[CH3:31])=[O:28])[CH2:16][CH2:17][CH2:18][NH:19][S:20]([C:23]([F:26])([F:25])[F:24])(=[O:22])=[O:21])=[CH:11][CH:12]=[CH:13][C:8]2=[N:7][CH:6]=1)=O.[CH3:36][O-:37].[Na+].Cl.[CH3:40][OH:41]>>[C:36]([C:5]1[N:9]2[C:10]([CH2:14][N:15]([C:27]([O:29][C:30]([CH3:33])([CH3:32])[CH3:31])=[O:28])[CH2:16][CH2:17][CH2:18][NH:19][S:20]([C:23]([F:26])([F:24])[F:25])(=[O:22])=[O:21])=[CH:11][CH:12]=[CH:13][C:8]2=[N:7][CH:6]=1)([O:41][CH3:40])=[O:37] |f:1.2|. Procedure details: To a solution of 581 mg (1.00 mmol) of 3-trichloro acetyl-5-[N-tert-butoxycarbonyl-N-(3-trifluoromethanesulfonamidopropan-1-yl)aminomethyl]imidazo[1,2-a]pyridine in 5.0 ml of methanol was added 0.46 ml (2.00 mmol) of a 25% methanol solution of sodium methylate. The mixture was stirred for 10 minutes at room temperature. The reaction mixture was poured into ice-water, which was neutralized with 1N HCl. The mixture was extracted with 50 ml of chloroform. The organic layer was washed with 50 ml of ... The reactants are CC(C)(C)C(=O)CBr, O=C(O)C(F)(F)F, CC(=O)NC1CCC2(CCNCC2)c2ccccc21, [Na+], [Na+], O=C([O-])[O-], CN(C)C=O. The product is CC(=O)NC1CCC2(CCN(CC(=O)C(C)(C)C)CC2)c2ccccc21. Reaction SMILES: [Br:20][CH2:21][C:22]([C:23]([CH3:24])([CH3:25])[CH3:26])=[O:27].[F:34][C:35]([F:36])([F:37])[C:38]([OH:39])=[O:40].[NH:1]1[CH2:2][CH2:3][C:4]2([CH2:5][CH2:6][CH:7]([NH:14][C:15]([CH3:16])=[O:17])[c:8]3[cH:9][cH:10][cH:11][cH:12][c:13]32)[CH2:18][CH2:19]1.[Na+:28].[Na+:29].[O-:30][C:31](=[O:32])[O-:33].[O:41]=[CH:42][N:43]([CH3:44])[CH3:45]>>[N:1]1([CH2:21][C:22]([C:23]([CH3:24])([CH3:25])[CH3:26])=[O:27])[CH2:2][CH2:3][C:4]2([CH2:5][CH2:6][CH:7]([NH:14][C:15]([CH3:16])=[O:17])[c:8]3[cH:9][cH:10][cH:11][cH:12][c:13]32)[CH2:18][CH2:19]1. Reactants: ClC1=CC2=C(NC(=C2)C(=O)NC2C(N(C3=CC=CC=C3C2)C[C@H]2OC(OC2)(C)C)=O)S1 (2-Chloro-N-[1-(2,2-dimethyl-1,3-dioxolan-4(R)-ylmethyl)-2-oxo-1,2,3,4-tetrahydroquinolin-3(R,S)-yl]-6H-thieno[2,3-b]pyrrole-5-carboxamide), CSCCCl (2-chloroethyl methyl sulphide). The product is NC1C(N(C2=CC=CC=C2C1)CCSC)=O (3-Amino-1-[2-(methylthio)ethyl]-3,4-dihydroquinolin-2(1H)-one). Reaction SMILES: ClC1SC2NC(C([NH:11][CH:12]3[CH2:21][C:20]4[C:15](=[CH:16][CH:17]=[CH:18][CH:19]=4)[N:14]([CH2:22][C@@H:23]4COC(C)(C)O4)[C:13]3=[O:30])=O)=CC=2C=1.[CH3:32][S:33]CCCl>>[NH2:11][CH:12]1[CH2:21][C:20]2[C:15](=[CH:16][CH:17]=[CH:18][CH:19]=2)[N:14]([CH2:22][CH2:23][S:33][CH3:32])[C:13]1=[O:30]. Reported procedure: Prepared by an analogous method to 3-amino-1-(2-methoxyethyl)-3,4-dihydroquinolin-2(1H)-one (Method 12) using 2-chloroethyl methyl sulphide instead of 2-bromoethyl methyl ether to give the title product as a clear, brown gum. Starting materials: [OH-].[Na+] (NaOH), C(C)(C)N1CCN(CC1)C(=O)C1=NC=C(C=C1)CN1CCCCC1 ((4-Isopropyl-piperazin-1-yl)-(5-piperidin-1-ylmethyl-pyridin-2-yl)-methanone), C(C)(C)N1CCN(CC1)C(=O)C1=CC=C(C=N1)C=O (6-(4-isopropyl-piperazine-1-carbonyl)-pyridine-3-carbaldehyde), N1CCCCC1 (piperidine), [BH-](OC(=O)C)(OC(=O)C)OC(=O)C.[Na+] (NaB(OAc)3H). Run in C(Cl)Cl (DCM). Conditions: time 18 hour. Yields the product N (NH3), C(C)(C)N1CCN(CC1)C(=O)C1=NC=C(C=C1)CN1CCCCC1 ((4-Isopropyl-piperazin-1-yl)-(5-piperidin-1-ylmethyl-pyridin-2-yl)-methanone). Yield: 9.0%. Reaction SMILES: [CH:1]([N:4]1[CH2:9][CH2:8][N:7]([C:10]([C:12]2[CH:17]=[CH:16][C:15]([CH2:18][N:19]3[CH2:24][CH2:23][CH2:22][CH2:21][CH2:20]3)=[CH:14][N:13]=2)=[O:11])[CH2:6][CH2:5]1)([CH3:3])[CH3:2].C(N1CCN(C(C2N=CC(C=O)=CC=2)=O)CC1)(C)C.N1CCCCC1.[BH-](OC(C)=O)(OC(C)=O)OC(C)=O.[Na+].[OH-].[Na+]>C(Cl)Cl>[NH3:4].[CH:1]([N:4]1[CH2:5][CH2:6][N:7]([C:10]([C:12]2[CH:17]=[CH:16][C:15]([CH2:18][N:19]3[CH2:20][CH2:21][CH2:22][CH2:23][CH2:24]3)=[CH:14][N:13]=2)=[O:11])[CH2:8][CH2:9]1)([CH3:3])[CH3:2] |f:3.4,5.6|. Procedure details: (4-Isopropyl-piperazin-1-yl)-(5-piperidin-1-ylmethyl-pyridin-2-yl)-methanone. To a solution of 6-(4-isopropyl-piperazine-1-carbonyl)-pyridine-3-carbaldehyde (0.250 g, 0.96 mmol) and piperidine (0.11 mL, 1.10 mmol) in DCM (20 mL) was added NaB(OAc)3H (0.300 g, 1.44 mmol). After 18 h, 1 N NaOH (15 mL) was added and the mixture was extracted with DCM (3×25 mL). The organic layers were combined, dried (Na2SO4), and concentrated. Chromatography of the resulting residue (SiO2: 4-8% 2 M NH3 in MeOH/DCM... Starting materials: N1C(C(C2=CC=CC=C12)=O)=O (1H-Indole-2,3-dione), [H-].[Na+] (sodium hydride), ClCCN1CCN(CC1)CC1=CC=C(C=C1)F (1-(2-chloroethyl)-4-[(4-fluorophenyl)methyl]piperazine). Solvent: CN(C)C=O (DMF), CN(C)C=O (DMF). Conditions: temperature 80 celsius. Product: FC1=CC=C(C=C1)CN1CCN(CC1)CCN1C(C(C2=CC=CC=C12)=O)=O (1-[2-[4-[(4-fluorophenyl)methyl]-1-piperazinyl]ethyl]-1H-indole-2,3-dione). Reaction SMILES: [NH:1]1[C:9]2[C:4](=[CH:5][CH:6]=[CH:7][CH:8]=2)[C:3](=[O:10])[C:2]1=[O:11].[H-].[Na+].Cl[CH2:15][CH2:16][N:17]1[CH2:22][CH2:21][N:20]([CH2:23][C:24]2[CH:29]=[CH:28][C:27]([F:30])=[CH:26][CH:25]=2)[CH2:19][CH2:18]1>CN(C=O)C>[F:30][C:27]1[CH:26]=[CH:25][C:24]([CH2:23][N:20]2[CH2:19][CH2:18][N:17]([CH2:16][CH2:15][N:1]3[C:9]4[C:4](=[CH:5][CH:6]=[CH:7][CH:8]=4)[C:3](=[O:10])[C:2]3=[O:11])[CH2:22][CH2:21]2)=[CH:29][CH:28]=1 |f:1.2|. Procedure: 1H-Indole-2,3-dione (2.9 g) in dry DMF (5 ml) at 0° C. was treated with sodium hydride (80% dispersion in mineral oil, 600 mg). The mixture was warmed to 40° C. and after 45 minutes a solution of 1-(2-chloroethyl)-4-[(4-fluorophenyl)methyl]piperazine (5.1 g) in dry DMF (8 ml) was added. The reaction mixture was heated at 80° C. for 5 hours and then evaporated under reduced pressure. The residue was recrystallised twice to give 1-[2-[4-[(4-fluorophenyl)methyl]-1-piperazinyl]ethyl]-1H-indole-2,3-d... Starting materials: COC(=O)C(Br)CC(C)C, Oc1cccc(Br)c1, O=C([O-])O, C1CCOC1, CCOCC, CC(C)(C)[O-], [K+], CN(C)C=O, O. The product is COC(=O)C(CC(C)C)Oc1cccc(Br)c1. As a reaction SMILES: [Br:15][CH:16]([C:17](=[O:18])[O:19][CH3:20])[CH2:21][CH:22]([CH3:23])[CH3:24].[Br:1][c:2]1[cH:3][c:4]([OH:8])[cH:5][cH:6][cH:7]1.[C:41](=[O:42])([OH:43])[O-:44].[CH2:30]1[O:31][CH2:32][CH2:33][CH2:34]1.[CH3:35][CH2:36][O:37][CH2:38][CH3:39].[CH3:9][C:10]([CH3:11])([O-:12])[CH3:13].[K+:14].[O:25]=[CH:26][N:27]([CH3:28])[CH3:29].[OH2:40]>>[Br:1][c:2]1[cH:3][c:4]([O:8][CH:16]([C:17](=[O:18])[O:19][CH3:20])[CH2:21][CH:22]([CH3:23])[CH3:24])[cH:5][cH:6][cH:7]1.